From a dataset of the Open Reaction Database (ORD), a public repository of structured organic reaction records. describe an organic reaction: reactants, conditions, products, and yield The reactants are ClC1=C(C(=O)OC)C(=CC(=C1)I)F (methyl 2-chloro-6-fluoro-4-iodo-benzoate), [Li+].[I-] (LiI). The solvent is N1=CC=CC=C1 (pyridine). Run at temperature 115 celsius. The product is ClC1=C(C(=O)O)C(=CC(=C1)I)F (2-Chloro-6-fluoro-4-iodobenzoic acid). Isolated yield 111.8%. As a reaction SMILES: [Cl:1][C:2]1[CH:11]=[C:10]([I:12])[CH:9]=[C:8]([F:13])[C:3]=1[C:4]([O:6]C)=[O:5].[Li+].[I-]>N1C=CC=CC=1>[Cl:1][C:2]1[CH:11]=[C:10]([I:12])[CH:9]=[C:8]([F:13])[C:3]=1[C:4]([OH:6])=[O:5] |f:1.2|. Procedure: To a solution of methyl 2-chloro-6-fluoro-4-iodo-benzoate (4.48 g, 14.2 mmol) in pyridine (28 mL) was added LiI (4.0 g, 29.9 mmol). The reaction mixture was heated at 115° C. for 4 hours. The solvent was removed under vacuum. The resultant solid was dissolved in water, and extracted with EtOAc. The aqueous layer was acidified with 1 N HCl to pH=4, extracted with EtOAc (3×30 mL). The combined organic phases were washed with 10% citric acid (2×30 mL), brine, dried (Na2SO4), filtered and concentrat...